From a dataset of the Open Reaction Database (ORD), a public repository of structured organic reaction records. describe an organic reaction: reactants, conditions, products, and yield Starting materials: [N+](=O)([O-])C=1C=CC2=C(C=C(O2)C(=O)OCC)C1 (ethyl 5-nitrobenzofuran-2-carboxylate). Reagents/catalysts: [Ni] (Raney nickel). The solvent is CO (methanol). Product: NC=1C=CC2=C(C=C(O2)C(=O)OCC)C1 (ethyl 5-aminobenzofuran-2-carboxylate). RXN SMILES: [N+:1]([C:4]1[CH:5]=[CH:6][C:7]2[O:11][C:10]([C:12]([O:14][CH2:15][CH3:16])=[O:13])=[CH:9][C:8]=2[CH:17]=1)([O-])=O>CO.[Ni]>[NH2:1][C:4]1[CH:5]=[CH:6][C:7]2[O:11][C:10]([C:12]([O:14][CH2:15][CH3:16])=[O:13])=[CH:9][C:8]=2[CH:17]=1. Procedure: A solution of 2.3 g of ethyl 5-nitrobenzofuran-2-carboxylate in 60 ml of methanol is hydrogenated in the presence of Raney nickel. The catalyst is filtered off and the solution is concentrated. After customary working up, ethyl 5-aminobenzofuran-2-carboxylate, Rf 0.1 (dichloromethane/ethanol 9.5:0.5) obtained; hydrochloride m.p. 246°-248°. Reactants: ClC=1N=C(N=NC1C)N (5-chloro-6-methyl-1,2,4-triazin-3-amine), CP(=O)(C)C1=CC(=C(N)C=C1)S(=O)(=O)C(C)C (4-(dimethylphosphoryl)-2-(propan-2-ylsulfonyl)aniline), CC1(C2=C(C(=CC=C2)P(C3=CC=CC=C3)C4=CC=CC=C4)OC5=C(C=CC=C51)P(C6=CC=CC=C6)C7=CC=CC=C7)C (XANTPHOS), C([O-])([O-])=O.[Cs+].[Cs+] (cesium carbonate). The reagents and catalysts are C(C)(=O)[O-].[Pd+2].C(C)(=O)[O-] (palladium acetate). Solvent: C1(=CC=CC=C1)C (toluene). Product: ClC=1N=C(N=NC1C)NC1=C(C=C(C=C1)S(=O)(=O)N1CCN(CC1)C)OC (5-chloro-N-{2-methoxy-4-[(4-methylpiperazin-1-yl)sulfonyl]phenyl}-6-methyl-1,2,4-triazin-3-amine). RXN SMILES: [Cl:1][C:2]1[N:3]=[C:4]([NH2:9])[N:5]=[N:6][C:7]=1[CH3:8].CP([C:14]1[CH:20]=[CH:19][C:17](N)=[C:16]([S:21](C(C)C)(=[O:23])=[O:22])[CH:15]=1)(C)=O.C[C:28]1([CH3:68])C2C(=C(P(C3C=CC=CC=3)C3C=CC=CC=3)C=CC=2)OC2C(P(C3C=CC=CC=3)C3C=CC=CC=3)=CC=CC1=2.[C:69](=[O:72])([O-])[O-].[Cs+].[Cs+]>C1(C)C=CC=CC=1.C([O-])(=O)C.[Pd+2].C([O-])(=O)C>[Cl:1][C:2]1[N:3]=[C:4]([NH:9][C:20]2[CH:19]=[CH:17][C:16]([S:21]([N:6]3[CH2:68][CH2:28][N:3]([CH3:4])[CH2:2][CH2:7]3)(=[O:22])=[O:23])=[CH:15][C:14]=2[O:72][CH3:69])[N:5]=[N:6][C:7]=1[CH3:8] |f:3.4.5,7.8.9|. Procedure: To a solution of 5-chloro-6-methyl-1,2,4-triazin-3-amine (2.00 mmol) in 8 mL toluene is added 4-(dimethylphosphoryl)-2-(propan-2-ylsulfonyl)aniline (2.20 mmol), palladium acetate (22.4 mg, 0.0100 mmol), XANTPHOS (69.4 mg, 0.120 mmol), and cesium carbonate (2.20 mmol). The mixture is purged with nitrogen, and can be subjected to microwaves at 100° C. until formation of the desired product. The reaction mixture can then be concentrated and purified by silica gel chromatography. Starting materials: C(C1=CC=CC=C1)NC(=N)NN=CC1=C(C=CC=C1Cl)Cl (1-benzyl-3-(2,6-dichlorobenzylideneamino)guanidine), C(C)(=O)O (acetic acid), diethyl ether-petroleum ether. Run in C(C)O (ethanol). Yields the product C(C)(=O)O.C(C)(=O)O.C(C1=CC=CC=C1)NC(=N)NN=CC1=C(C=CC=C1Cl)Cl (1-Benzyl-3-(2,6-dichlorobenzylideneamino)guanidine diacetate). As a reaction SMILES: [CH2:1]([NH:8][C:9]([NH:11][N:12]=[CH:13][C:14]1[C:19]([Cl:20])=[CH:18][CH:17]=[CH:16][C:15]=1[Cl:21])=[NH:10])[C:2]1[CH:7]=[CH:6][CH:5]=[CH:4][CH:3]=1.[C:22]([OH:25])(=[O:24])[CH3:23]>C(O)C>[C:22]([OH:25])(=[O:24])[CH3:23].[C:22]([OH:25])(=[O:24])[CH3:23].[CH2:1]([NH:8][C:9]([NH:11][N:12]=[CH:13][C:14]1[C:15]([Cl:21])=[CH:16][CH:17]=[CH:18][C:19]=1[Cl:20])=[NH:10])[C:2]1[CH:3]=[CH:4][CH:5]=[CH:6][CH:7]=1 |f:3.4.5|. Reported procedure: A mixture of 25.0 g. of 1-benzyl-3-(2,6-dichlorobenzylideneamino)guanidine and 15 ml. of glacial acetic acid in 100 ml. of absolute ethanol is heated briefly to solution and then diluted with 800 ml. of a 1:1 mixture of diethyl ether-petroleum ether (b.p. 35°-60° C.). On standing, crystallization occurs. The desired product is recovered by filtration as colorless crystals, m.p. 114°-119° C. Product: C(C1=CC=CC=C1)NC(=O)N1N(CC(N2[C@@H]1CN(C([C@@H]2CC2=CC=C(C=C2)O)=O)CC2=NC(=CC=C2)N2CC(C2)N2CCN(CC2)CC)=O)CC=C ((6S,9aS)-N-Benzyl-8-((6-(3-(4-ethylpiperazin-1-yl)azetidin-1-yl)pyridin-2-yl)methyl)-6-((4-hydroxyphenyl)methyl)-4,7-dioxo-2-(prop-2-en-1-yl)-octahydro-1H-pyrazino[2,1-c][1,2,4]triazine-1-carboxamide). Reaction SMILES: [CH2:1]([NH:8][C:9]([N:11]1[C@H:16]2[CH2:17][N:18]([CH2:30][C:31]3[CH:36]=[CH:35][CH:34]=[C:33](F)[N:32]=3)[C:19](=[O:29])[C@H:20]([CH2:21][C:22]3[CH:27]=[CH:26][C:25]([OH:28])=[CH:24][CH:23]=3)[N:15]2[C:14](=[O:38])[CH2:13][N:12]1[CH2:39][CH:40]=[CH2:41])=[O:10])[C:2]1[CH:7]=[CH:6][CH:5]=[CH:4][CH:3]=1.CN1C(=O)CCC1.[NH:49]1[CH2:52][CH:51]([N:53]2[CH2:58][CH2:57][N:56]([CH2:59][CH3:60])[CH2:55][CH2:54]2)[CH2:50]1.C(C1C=CC=CC=1)C1C=CC=CC=1>O>[CH2:1]([NH:8][C:9]([N:11]1[C@H:16]2[CH2:17][N:18]([CH2:30][C:31]3[CH:36]=[CH:35][CH:34]=[C:33]([N:49]4[CH2:52][CH:51]([N:53]5[CH2:58][CH2:57][N:56]([CH2:59][CH3:60])[CH2:55][CH2:54]5)[CH2:50]4)[N:32]=3)[C:19](=[O:29])[C@H:20]([CH2:21][C:22]3[CH:27]=[CH:26][C:25]([OH:28])=[CH:24][CH:23]=3)[N:15]2[C:14](=[O:38])[CH2:13][N:12]1[CH2:39][CH:40]=[CH2:41])=[O:10])[C:2]1[CH:7]=[CH:6][CH:5]=[CH:4][CH:3]=1. Solvent: O (Water). The reactants are C(C1=CC=CC=C1)NC(=O)N1N(CC(N2[C@@H]1CN(C([C@@H]2CC2=CC=C(C=C2)O)=O)CC2=NC(=CC=C2)F)=O)CC=C ((6S,9aS)-N-benzyl-8-((6-fluoropyridin-2-yl)methyl)-6-((4-hydroxyphenyl)methyl)-4,7-dioxo-2-(prop-2-en-1-yl)-octahydro-1H-pyrazino[2,1-c][1,2,4]triazine-1-carboxamide), resultant mixture, CN1CCCC1=O (NMP), N1CC(C1)N1CCN(CC1)CC (1-(azetidin-3-yl)-4-ethylpiperazine), C(C1=CC=CC=C1)C1=CC=CC=C1 (benzylbenzene). The yield is 36.8%. Reported procedure: To a mixed solution of (6S,9aS)-N-benzyl-8-((6-fluoropyridin-2-yl)methyl)-6-((4-hydroxyphenyl)methyl)-4,7-dioxo-2-(prop-2-en-1-yl)-octahydro-1H-pyrazino[2,1-c][1,2,4]triazine-1-carboxamide (30.0 mg, 0.0537 mmol) described in Production Example 2-4 and NMP (2.0 mL) was added a mixture (45.0 mg) of 1-(azetidin-3-yl)-4-ethylpiperazine and benzylbenzene described in Production Example 1-3-2 at room temperature. The resultant mixture was irradiated with a microwave at 140° C. for 8 hours. Water was a... Starting materials: C(C)C1=C(C=C(C=C1O)O)CC(=O)OC (Methyl 2-ethyl-3,5-dihydroxyphenylacetate), OC=1C=C(C(=O)O)C=CC1OC (3-hydroxy-4-methoxybenzoic acid). The solvent is B(F)(F)F.CCOCC (boron trifluoride diethyl etherate). Run at temperature 80 celsius, time 5 hour. The product is C(C)C1=C(C(=C(C=C1O)O)C(C1=CC(=C(C=C1)OC)O)=O)CC(=O)OC (methyl 2-ethyl-3,5-dihydroxy-6-(3-hydroxy-4-methoxybenzoyl)phenylacetate). Yield: 62.9%. RXN SMILES: [CH2:1]([C:3]1[C:8]([OH:9])=[CH:7][C:6]([OH:10])=[CH:5][C:4]=1[CH2:11][C:12]([O:14][CH3:15])=[O:13])[CH3:2].[OH:16][C:17]1[CH:18]=[C:19]([CH:23]=[CH:24][C:25]=1[O:26][CH3:27])[C:20]([OH:22])=O>B(F)(F)F.CCOCC>[CH2:1]([C:3]1[C:8]([OH:9])=[CH:7][C:6]([OH:10])=[C:5]([C:20](=[O:22])[C:19]2[CH:23]=[CH:24][C:25]([O:26][CH3:27])=[C:17]([OH:16])[CH:18]=2)[C:4]=1[CH2:11][C:12]([O:14][CH3:15])=[O:13])[CH3:2] |f:2.3|. Reported procedure: Methyl 2-ethyl-3,5-dihydroxyphenylacetate (2.0 g, 9.7 mmol) obtained in Example 7, Step 2 was suspended in boron trifluoride diethyl etherate (40 mL), and 3-hydroxy-4-methoxybenzoic acid (1.7 g, 11 mmol) was added thereto, followed by stirring at 80° C. for 5 hours. After cooling to room temperature, the reaction mixture was added dropwise to ice-cold water, and the resulting mixture was extracted with ethyl acetate. The organic layer was washed successively with a saturated aqueous solution of ... Reactants: N[C@@H]1[C@@H](CCCC1)C(=O)O (cis-2-amino-1-cyclohexane-carboxylic acid), Cl.CC1=NC2=CC=CC=C2C(=C1)COC1=CC=C(C=C1)S(=O)(=O)Cl (4-(2-methyl-quinolin-4-ylmethoxy)-benzenesulfonyl chloride hydrochloride). The product is CC1=NC2=CC=CC=C2C(=C1)COC1=CC=C(C=C1)S(=O)(=O)N[C@@H]1[C@@H](CCCC1)C(=O)O (cis-2-[({4-[(2-methylquinolin-4-yl)methoxy]phenyl}sulfonyl)amino]cyclohexanecarboxylic acid). Yield: 28.5%. Reaction SMILES: [NH2:1][C@H:2]1[CH2:7][CH2:6][CH2:5][CH2:4][C@H:3]1[C:8]([OH:10])=[O:9].Cl.[CH3:12][C:13]1[CH:22]=[C:21]([CH2:23][O:24][C:25]2[CH:30]=[CH:29][C:28]([S:31](Cl)(=[O:33])=[O:32])=[CH:27][CH:26]=2)[C:20]2[C:15](=[CH:16][CH:17]=[CH:18][CH:19]=2)[N:14]=1>>[CH3:12][C:13]1[CH:22]=[C:21]([CH2:23][O:24][C:25]2[CH:30]=[CH:29][C:28]([S:31]([NH:1][C@H:2]3[CH2:7][CH2:6][CH2:5][CH2:4][C@H:3]3[C:8]([OH:10])=[O:9])(=[O:33])=[O:32])=[CH:27][CH:26]=2)[C:20]2[C:15](=[CH:16][CH:17]=[CH:18][CH:19]=2)[N:14]=1 |f:1.2|. Procedure details: According to the procedure of Example 10, Step 1, the reaction of 429.6 mg (3 mmol) of cis-2-amino-1-cyclohexane-carboxylic acid with 1.15 g of 4-(2-methyl-quinolin-4-ylmethoxy)-benzenesulfonyl chloride hydrochloride provided 387.9 mg of cis-2-[({4-[(2-methylquinolin-4-yl)methoxy]phenyl}sulfonyl)amino]cyclohexanecarboxylic acid in 28% yield. MS: 455.1 (M+H)+ The reactants are Cc1ccnc(Cl)c1Oc1cc(Cl)cc(Br)c1, CS(C)=O, NN, O. Yields the product Cc1ccnc(NN)c1Oc1cc(Cl)cc(Br)c1. As a reaction SMILES: [Br:1][c:2]1[cH:3][c:4]([O:5][c:6]2[c:7]([Cl:13])[n:8][cH:9][cH:10][c:11]2[CH3:12])[cH:14][c:15]([Cl:17])[cH:16]1.[CH3:21][S:22]([CH3:23])=[O:24].[NH2:19][NH2:20].[OH2:18]>>[Br:1][c:2]1[cH:3][c:4]([O:5][c:6]2[c:7]([NH:19][NH2:20])[n:8][cH:9][cH:10][c:11]2[CH3:12])[cH:14][c:15]([Cl:17])[cH:16]1.